Dataset: the Open Reaction Database (ORD), a public repository of structured organic reaction records. Task: describe an organic reaction: reactants, conditions, products, and yield The reactants are c1(cccnc1)C(C)O, [Si]([Si]([Si](C)(C)C)[Si](C)(C)C)(C)(C)C, c1(c(cccc1)F)[N+](=O)[O-]. Reagents/catalysts: c1ccc(cc1)-c2c3ccccc3cc4ccccc24 (9-Phenylanthracene), CCN(CC)P1(=NC(C)(C)C)N(CCCN1C)C (BEMP). Run in C1COCCO1 (Dioxane). Run at temperature 20 celsius, time 18 hour. Product: CC(Oc1ccccc1[N+](=O)[O-])c2cccnc2. As a reaction SMILES: [O-:1][N+:2]([c:4]1[c:9](F)[cH:8][cH:7][cH:6][cH:5]1)=[O:3].[CH3:10][CH:11]([c:13]1[cH:18][n:17][cH:16][cH:15][cH:14]1)[OH:12].C[Si]([SiH]([Si](C)(C)C)[Si](C)(C)C)(C)C>>[CH3:10][CH:11]([c:13]1[cH:18][n:17][cH:16][cH:15][cH:14]1)[O:12][c:9]2[c:4]([N+:2]([O-:1])=[O:3])[cH:5][cH:6][cH:7][cH:8]2. Reactants: C=CCON=CC(C)=CC1C(C(=O)OC(C)(C)C)C1(C)C, Cc1ccccc1, Cc1ccc(S(=O)(=O)O)cc1. The product is C=CCON=CC(C)=CC1C(C(=O)O)C1(C)C. Reaction SMILES: [CH2:1]([CH:2]=[CH2:3])[O:4][N:5]=[CH:6][C:7](=[CH:8][CH:9]1[C:10]([CH3:19])([CH3:20])[CH:11]1[C:12](=[O:13])[O:14][C:15]([CH3:16])([CH3:17])[CH3:18])[CH3:21].[CH3:33][c:34]1[cH:35][cH:36][cH:37][cH:38][cH:39]1.[c:22]1([CH3:23])[cH:24][cH:25][c:26]([S:27]([OH:28])(=[O:29])=[O:30])[cH:31][cH:32]1>>[CH2:1]([CH:2]=[CH2:3])[O:4][N:5]=[CH:6][C:7](=[CH:8][CH:9]1[C:10]([CH3:19])([CH3:20])[CH:11]1[C:12](=[O:13])[OH:14])[CH3:21]. The reactants are Cl.NC1(CCOCC1)C(=O)O (4-amino-4-carboxy-tetrahydropyrane hydrochloride), C[Si](C)(C)C=[N+]=[N-].C(C)OCC (trimethylsilyldiazomethane diethylether). The solvent is CO (methanol). Reaction conditions: time 4 day. The product is NC1(CCOCC1)C(=O)OC (4-amino-4-methoxycarbonyl-tetrahydropyrane). Yield: 99.0%. RXN SMILES: Cl.[NH2:2][C:3]1([C:9]([OH:11])=[O:10])[CH2:8][CH2:7][O:6][CH2:5][CH2:4]1.[CH3:12][Si](C=[N+]=[N-])(C)C.C(OCC)C>CO>[NH2:2][C:3]1([C:9]([O:11][CH3:12])=[O:10])[CH2:8][CH2:7][O:6][CH2:5][CH2:4]1 |f:0.1,2.3|. Procedure: To a solution of 4-amino-4-carboxy-tetrahydropyrane hydrochloride (2 g) in methanol was added dropwise a solution of 2M trimethylsilyldiazomethane-diethylether (33 mL) under ice-cooling, and the mixture was stirred at room temperature for 4 days. The reaction mixture was concentrated in vacuo, and the resultant crude product was dissolved in hexane-diethylether (1 mL/1 mL), and thereto was added an aqueous 4N hydrochloric acid. The precipitates were collected by filtration to give 4-amino-4-meth... Reactants: BrC=1C(=C(SC1)CCC)C=O (4-Bromo-2-propyl-3-thiophenecarboxaldehyde), [BH4-].[Na+] (sodium borohydride). Solvent: C(C)O (ethanol). Conditions: time 1 hour. Product: BrC=1C(=C(SC1)CCC)CO (4-Bromo-2-propyl-3-thiophenemethanol). RXN SMILES: [Br:1][C:2]1[C:3]([CH:10]=[O:11])=[C:4]([CH2:7][CH2:8][CH3:9])[S:5][CH:6]=1.[BH4-].[Na+]>C(O)C>[Br:1][C:2]1[C:3]([CH2:10][OH:11])=[C:4]([CH2:7][CH2:8][CH3:9])[S:5][CH:6]=1 |f:1.2|. Procedure details: A 850 mg (3.6 mmol) sample of the compound from step 43a was dissolved in 20 mL of ethanol and treated with 206 mg (5.4 mmol) of sodium borohydride. The mixture was stirred at room temperature for 1 hour, then quenched with water and extracted with ether. The extract was washed with water, dried over MgSO4, and concentrated in vacuo to give 950 mg of an oil that was taken to the next step without further purification. NMR (CDCl3) δ:7.09 (s, 1H), 4.60 (s, 2H), 2.85 (t, J=7 Hz, 2H), 1.68 (m, 2H), ... Reactants: CC(=O)Nc1ccc([N+](=O)[O-])c(C)c1C(=O)O, Cl, [Na+], [OH-]. Yields the product Cc1c([N+](=O)[O-])ccc(N)c1C(=O)O. Reaction SMILES: [CH3:1][c:2]1[c:3]([C:4](=[O:5])[OH:6])[c:7]([NH:14][C:15](=[O:16])[CH3:17])[cH:8][cH:9][c:10]1[N+:11](=[O:12])[O-:13].[ClH:18].[Na+:20].[OH-:19]>>[CH3:1][c:2]1[c:3]([C:4](=[O:5])[OH:6])[c:7]([NH2:14])[cH:8][cH:9][c:10]1[N+:11](=[O:12])[O-:13]. Reactants: C1(=CC=CC=C1)C(C1=CC=CC=C1)=NC(C#N)CCCF (rac-2-[(Diphenylmethylene)amino]-5-fluoropentanonitrile), C(CCC)[Li] (n-butyllithium), IC (iodomethane). The solvent is C1CCOC1 (THF). Reaction conditions: temperature -78 celsius, time 10 minute. Yields the product C1(=CC=CC=C1)C(C1=CC=CC=C1)=NC(C#N)(CCCF)C (rac-2-[(Diphenylmethylene)amino]-5-fluoro-2-methylpentanonitrile). Isolated yield 107.8%. Reaction SMILES: [C:1]1([C:7](=[N:14][CH:15]([CH2:18][CH2:19][CH2:20][F:21])[C:16]#[N:17])[C:8]2[CH:13]=[CH:12][CH:11]=[CH:10][CH:9]=2)[CH:6]=[CH:5][CH:4]=[CH:3][CH:2]=1.[CH2:22]([Li])CCC.IC>C1COCC1>[C:1]1([C:7](=[N:14][C:15]([CH3:22])([CH2:18][CH2:19][CH2:20][F:21])[C:16]#[N:17])[C:8]2[CH:9]=[CH:10][CH:11]=[CH:12][CH:13]=2)[CH:2]=[CH:3][CH:4]=[CH:5][CH:6]=1. Procedure: 16.73 g (59.68 mmol) of rac-2-[(diphenylmethylene)amino]-5-fluoropentanonitrile from Example 68A were initially charged in 394 ml of abs. THF, and 24.11 ml (60.27 mmol) of n-butyllithium (2.5 N in hexane) were added at −78° C. under argon, and the mixture was stirred at −78° C. for a further 10 min. Subsequently, 34.93 g (238.70 mmol) of iodomethane were added to the reaction solution at −78° C. The reaction mixture was gradually brought to 0° C. over 4.5 h. The reaction solution was quenched wi... The reactants are NC1=CC2=C(NC(O2)=O)C=C1F (6-amino-5-fluoro-benzoxazolin-2-one), O1CC(CCC1)CCC=O (3-(tetrahydro-2H-pyran-3-yl) propanal), C(C)(=O)O (acetic acid), C(#N)[BH3-].[Na+] (Sodium cyanoborohydride). Solvent: CO (methanol). Run at time 1 hour. Product: FC=1C(=CC2=C(NC(O2)=O)C1)NCCCC1COCCC1 (5-Fluoro-6-[(tetrahydro-4H-pyran-3-yl)propylamino]benzoxazolin-2-one). Yield: 38.1%. As a reaction SMILES: [NH2:1][C:2]1[C:11]([F:12])=[CH:10][C:5]2[NH:6][C:7](=[O:9])[O:8][C:4]=2[CH:3]=1.[O:13]1[CH2:18][CH2:17][CH2:16][CH:15]([CH2:19][CH2:20][CH:21]=O)[CH2:14]1.C(O)(=O)C.C([BH3-])#N.[Na+]>CO>[F:12][C:11]1[C:2]([NH:1][CH2:21][CH2:20][CH2:19][CH:15]2[CH2:16][CH2:17][CH2:18][O:13][CH2:14]2)=[CH:3][C:4]2[O:8][C:7](=[O:9])[NH:6][C:5]=2[CH:10]=1 |f:3.4|. Reported procedure: To a solution of 6-amino-5-fluoro-benzoxazolin-2-one (2.1 g, 12.5 mmole) in methanol (80 ml) were added 3-(tetrahydro-2H-pyran-3-yl) propanal (1.95 g, 13.7 mmole) and acetic acid (1 ml) at room temperature, and then the mixture was stirred for 1 hour. Sodium cyanoborohydride (0.867 g, 13.7 mmole) was combined and stirring continued for 17 hours at room temperature. The reaction mixture was concentrated in vacuo, and the residue was treated with aqueous ammonium chloride solution. The organic sub... Starting materials: C(C(=O)Cl)(=O)Cl (oxalyl chloride), C(=O)(O)C1=C(N(C=C1)C1=NC2=CC=CC=C2C=C1)C (3-carboxy-2-methyl-1-(quinol-2-yl)-1H-pyrrole). The solvent is ClCCl (dichloromethane). Run at temperature 20 celsius, time 16 hour. The product is Cl.ClC(=O)C1=C(N(C=C1)C1=NC2=CC=CC=C2C=C1)C (3-chlorocarbonyl-2-methyl-1-(quinol-2-yl)-1H-pyrrole hydrochloride). The yield is 104.2%. RXN SMILES: [C:1](Cl)(=O)[C:2]([Cl:4])=[O:3].C([C:10]1[CH:14]=[CH:13][N:12]([C:15]2[CH:24]=[CH:23][C:22]3[C:17](=[CH:18][CH:19]=[CH:20][CH:21]=3)[N:16]=2)[C:11]=1C)(O)=O>ClCCl>[ClH:4].[Cl:4][C:2]([C:1]1[CH:10]=[CH:11][N:12]([C:15]2[CH:24]=[CH:23][C:22]3[C:17](=[CH:18][CH:19]=[CH:20][CH:21]=3)[N:16]=2)[C:13]=1[CH3:14])=[O:3] |f:3.4|. Procedure details: 10 mL (114.2 mmol) of oxalyl chloride are added at 20° C. under an argon atmosphere to 1.8 g (6.25 mmol) of 3-carboxy-2-methyl-1-(quinol-2-yl)-1H-pyrrole dissolved in 120 mL of dichloromethane. After stirring at 20° C. for 16 hours, the reaction mixture is concentrated to dryness under reduced pressure (2.7 kPa) to give 2 g of 3-chlorocarbonyl-2-methyl-1-(quinol-2-yl)-1H-pyrrole hydrochloride in the form of a beige-coloured solid which is used directly in the following step. Reactants: S(O)(O)(=O)=O (sulfuric acid), C(#N)C1=CC=C(CN)C=C1 (p-cyanobenzylamine), COCOC (formaldehyde dimethyl acetal), C([O-])([O-])=O.[NH4+].[NH4+] (ammonium carbonate). Solvent: O (water). Reaction conditions: temperature 90 celsius, time 4 hour. Product: C(#N)C1=CC=C(C=O)C=C1 (p-cyanobenzaldehyde). Yield: 38.9%. RXN SMILES: [C:1]([C:3]1[CH:10]=[CH:9][C:6]([CH2:7]N)=[CH:5][CH:4]=1)#[N:2].C[O:12]COC.C(=O)([O-])[O-].[NH4+].[NH4+].S(=O)(=O)(O)O>O>[C:1]([C:3]1[CH:10]=[CH:9][C:6]([CH:7]=[O:12])=[CH:5][CH:4]=1)#[N:2] |f:2.3.4|. Procedure: 13.2 g of p-cyanobenzylamine, 30.0 g of formaldehyde dimethyl acetal, 38.4 g of ammonium carbonate and 80 ml of water were reacted after adjusting the pH of the solvent to 2.5 by sulfuric acid, at 90° C. for 4 hours while stirring. The reaction solution was cooled to room temperature and then cooled on ice. The crystals precipitated were collected by filtration, washed with water and dried to obtain 5.1 g (yield: 39%) of p-cyanobenzaldehyde. The purity was 99.5% or more. Reactants: C(C1=CC=CC=C1)(=O)OC1CCN(CC1)CC1=CC(=CC=C1)Cl (1-(3-chloro-benzyl)-piperidin-4-yl benzoate). The solvent is CCOCC (ether). The product is Cl.C(C1=CC=CC=C1)(=O)OC1CCN(CC1)CC1=CC(=CC=C1)Cl (1-(3-chloro-benzyl)-piperidin-4-yl benzoate hydrochloride). Yield: 181.3%. RXN SMILES: [C:1]([O:9][CH:10]1[CH2:15][CH2:14][N:13]([CH2:16][C:17]2[CH:22]=[CH:21][CH:20]=[C:19]([Cl:23])[CH:18]=2)[CH2:12][CH2:11]1)(=[O:8])[C:2]1[CH:7]=[CH:6][CH:5]=[CH:4][CH:3]=1>CCOCC>[ClH:23].[C:1]([O:9][CH:10]1[CH2:11][CH2:12][N:13]([CH2:16][C:17]2[CH:22]=[CH:21][CH:20]=[C:19]([Cl:23])[CH:18]=2)[CH2:14][CH2:15]1)(=[O:8])[C:2]1[CH:3]=[CH:4][CH:5]=[CH:6][CH:7]=1 |f:2.3|. Procedure: 0.165 g (0.0005 mol) of 1-(3-chloro-benzyl)-piperidin-4-yl benzoate was dissolved in 15 ml of ether, filtered, diluted with 0.6 ml of methanol and treated with 5 ml of 1N ethereal HCI. The separated precipitate was filtered off and dried. 0.166 g (90.6%) of 1-(3-chloro-benzyl)-piperidin-4-yl benzoate hydrochloride (1:1) was obtained as white crystals; m.p. 227°-228°.